Dataset: the Open Reaction Database (ORD), a public repository of structured organic reaction records. Task: describe an organic reaction: reactants, conditions, products, and yield Reactants: O=C([O-])O, COc1cc(OC(F)(F)F)ccc1N1CCN(C(=O)OC(C)(C)C)CC1, ClCCl, [Na+], O=C(O)C(F)(F)F. Yields the product COc1cc(OC(F)(F)F)ccc1N1CCNCC1. Reaction SMILES: [C:34](=[O:35])([OH:36])[O-:37].[CH3:8][O:9][c:10]1[c:11]([N:21]2[CH2:22][CH2:23][N:24]([C:27]([O:28][C:29]([CH3:30])([CH3:31])[CH3:32])=[O:33])[CH2:25][CH2:26]2)[cH:12][cH:13][c:14]([O:16][C:17]([F:18])([F:19])[F:20])[cH:15]1.[Cl:39][CH2:40][Cl:41].[Na+:38].[OH:1][C:2]([C:3]([F:4])([F:5])[F:6])=[O:7]>>[CH3:8][O:9][c:10]1[c:11]([N:21]2[CH2:22][CH2:23][NH:24][CH2:25][CH2:26]2)[cH:12][cH:13][c:14]([O:16][C:17]([F:18])([F:19])[F:20])[cH:15]1. Reactants: S(=O)(Cl)Cl (thionyl chloride), C(C)(C)OC1=C(C=CC=C1)C=1C(=CC=CC1OC)C(=O)O (2'-isopropoxy-6-methoxy-biphenyl-2-carboxylic acid), C(C)NCC (diethylamine). The solvent is C(Cl)Cl (methylene chloride), C(Cl)Cl (methylene chloride). Reaction conditions: time 45 minute. Yields the product C(C)N(C(=O)C=1C(=C(C=CC1)OC)C1=C(C=CC=C1)OC(C)C)CC (N,N-diethyl-2'-isopropoxy-6-methoxy-biphenyl-2-carboxamide). Isolated yield 111.3%. RXN SMILES: [CH:1]([O:4][C:5]1[CH:10]=[CH:9][CH:8]=[CH:7][C:6]=1[C:11]1[C:12]([C:19]([OH:21])=O)=[CH:13][CH:14]=[CH:15][C:16]=1[O:17][CH3:18])([CH3:3])[CH3:2].S(Cl)(Cl)=O.[CH2:26]([NH:28][CH2:29][CH3:30])[CH3:27]>C(Cl)Cl>[CH2:26]([N:28]([CH2:29][CH3:30])[C:19]([C:12]1[C:11]([C:6]2[CH:7]=[CH:8][CH:9]=[CH:10][C:5]=2[O:4][CH:1]([CH3:2])[CH3:3])=[C:16]([O:17][CH3:18])[CH:15]=[CH:14][CH:13]=1)=[O:21])[CH3:27]. Reported procedure: Prepare a stirred solution of 2'-isopropoxy-6-methoxy-biphenyl-2-carboxylic acid (1.432 g, 0.0050 mole) in methylene chloride (50 mL) at -50° C. and under argon. Warm to ambient temperature then add thionyl chloride (0.8415 g, 0.516 mL). Continue stirring for about 45 minutes, observing the color change to light brown. Cool to 0° C. and dropwise add diethylamine (6.00 mL, 4.242 g, 0.058) mole, keeping the temperature of the reaction below 26° C. Continue stirring for about 30 minutes once the ad...